This data is from the Open Reaction Database (ORD), a public repository of structured organic reaction records. The task is: describe an organic reaction: reactants, conditions, products, and yield Starting materials: CCCCCCCCCCCC(=O)O, C(=NC1CCCCC1)=NC1CCCCC1, ClCCl, c1cc(N2CCCC2)ccn1, CCCCCCCCCCOc1cnc(-c2ccc(C(C)O)cc2)nc1. As a reaction SMILES: [C:27]([CH2:28][CH2:29][CH2:30][CH2:31][CH2:32][CH2:33][CH2:34][CH2:35][CH2:36][CH2:37][CH3:38])(=[O:39])[OH:40].[CH:41]1([N:42]=[C:43]=[N:44][CH:45]2[CH2:46][CH2:47][CH2:48][CH2:49][CH2:50]2)[CH2:51][CH2:52][CH2:53][CH2:54][CH2:55]1.[Cl:67][CH2:68][Cl:69].[N:56]1([c:57]2[cH:58][cH:59][n:60][cH:61][cH:62]2)[CH2:63][CH2:64][CH2:65][CH2:66]1.[OH:1][CH:2]([CH3:3])[c:4]1[cH:5][cH:6][c:7](-[c:10]2[n:11][cH:12][c:13]([O:16][CH2:17][CH2:18][CH2:19][CH2:20][CH2:21][CH2:22][CH2:23][CH2:24][CH2:25][CH3:26])[cH:14][n:15]2)[cH:8][cH:9]1>>[O:1]([CH:2]([CH3:3])[c:4]1[cH:5][cH:6][c:7](-[c:10]2[n:11][cH:12][c:13]([O:16][CH2:17][CH2:18][CH2:19][CH2:20][CH2:21][CH2:22][CH2:23][CH2:24][CH2:25][CH3:26])[cH:14][n:15]2)[cH:8][cH:9]1)[C:27]([CH2:28][CH2:29][CH2:30][CH2:31][CH2:32][CH2:33][CH2:34][CH2:35][CH2:36][CH2:37][CH3:38])=[O:39]. The product is CCCCCCCCCCCC(=O)OC(C)c1ccc(-c2ncc(OCCCCCCCCCC)cn2)cc1.